This data is from the Open Reaction Database (ORD), a public repository of structured organic reaction records. The task is: describe an organic reaction: reactants, conditions, products, and yield The reactants are BrB(Br)Br, O=C([O-])[O-], COc1ccc2c(c1)nc(C)c1c(C)nc(-c3ccccc3Cl)n12, ClCCl, [K+], [K+]. Yields the product Cc1nc(-c2ccccc2Cl)n2c1c(C)nc1cc(O)ccc12. As a reaction SMILES: [B:25]([Br:26])([Br:27])[Br:28].[C:29](=[O:30])([O-:31])[O-:32].[Cl:1][c:2]1[c:3](-[c:8]2[n:9][c:10]([CH3:24])[c:11]3[n:12]2[c:13]2[cH:14][cH:15][c:16]([O:22][CH3:23])[cH:17][c:18]2[n:19][c:20]3[CH3:21])[cH:4][cH:5][cH:6][cH:7]1.[Cl:35][CH2:36][Cl:37].[K+:33].[K+:34]>>[Cl:1][c:2]1[c:3](-[c:8]2[n:9][c:10]([CH3:24])[c:11]3[n:12]2[c:13]2[cH:14][cH:15][c:16]([OH:22])[cH:17][c:18]2[n:19][c:20]3[CH3:21])[cH:4][cH:5][cH:6][cH:7]1. Starting materials: COC=1C=C2C(=CC=NC2=CC1)CCC[C@H]1[C@H](CN(CC1)CCSC1=NC=CC=C1)C(=O)OC (methyl (3R,4R)-4-[3-(6-methoxyquinolin-4-yl)propyl]-1-[2-(pyridin-2-ylthio)ethyl]piperidine-3-carboxylate), Cl (hydrochloric acid). Run at temperature 100 celsius, time 2 hour. The product is Cl.Cl.Cl.COC=1C=C2C(=CC=NC2=CC1)CCC[C@H]1[C@H](CN(CC1)CCSC1=NC=CC=C1)C(=O)O ((3R,4R)-4-[3-(6-methoxyquinolin-4-yl)propyl]-1-[2-(pyridin-2-ylthio)ethyl]piperidine-3-carboxylic acid trihydrochloride). RXN SMILES: [CH3:1][O:2][C:3]1[CH:4]=[C:5]2[C:10](=[CH:11][CH:12]=1)[N:9]=[CH:8][CH:7]=[C:6]2[CH2:13][CH2:14][CH2:15][C@@H:16]1[CH2:21][CH2:20][N:19]([CH2:22][CH2:23][S:24][C:25]2[CH:30]=[CH:29][CH:28]=[CH:27][N:26]=2)[CH2:18][C@@H:17]1[C:31]([O:33]C)=[O:32].[ClH:35]>>[ClH:35].[ClH:35].[ClH:35].[CH3:1][O:2][C:3]1[CH:4]=[C:5]2[C:10](=[CH:11][CH:12]=1)[N:9]=[CH:8][CH:7]=[C:6]2[CH2:13][CH2:14][CH2:15][C@@H:16]1[CH2:21][CH2:20][N:19]([CH2:22][CH2:23][S:24][C:25]2[CH:30]=[CH:29][CH:28]=[CH:27][N:26]=2)[CH2:18][C@@H:17]1[C:31]([OH:33])=[O:32] |f:2.3.4.5|. Reported procedure: A solution of 0.5 g of methyl (3R,4R)-4-[3-(6-methoxyquinolin-4-yl)propyl]-1-[2-(pyridin-2-ylthio)ethyl]piperidine-3-carboxylate in 7.8 cm3 of 6N hydrochloric acid was heated with stirring at a temperature in the region of 100° C. for 2 hours. After concentrating the reaction mixture to dryness under reduced pressure (5 kPa) at a temperature in the region of 80° C. the residue obtained was triturated in 10 cm3 of diisopropyl ether. The insoluble material was filtered off and then dried under red... The reactants are Cc1nc(-c2ccccc2)oc1-c1cc(CNC(=O)OC(C)(C)C)[nH]n1, ClCCl, O=C(O)C(F)(F)F. Product: Cc1nc(-c2ccccc2)oc1-c1cc(CN)[nH]n1. RXN SMILES: [C:1]([O:2][C:3](=[O:4])[NH:7][CH2:8][c:9]1[nH:10][n:11][c:12](-[c:14]2[c:15]([CH3:25])[n:16][c:17](-[c:19]3[cH:20][cH:21][cH:22][cH:23][cH:24]3)[o:18]2)[cH:13]1)([CH3:5])([CH3:6])[CH3:26].[Cl:34][CH2:35][Cl:36].[OH:27][C:28]([C:29]([F:30])([F:31])[F:32])=[O:33]>>[NH2:7][CH2:8][c:9]1[nH:10][n:11][c:12](-[c:14]2[c:15]([CH3:25])[n:16][c:17](-[c:19]3[cH:20][cH:21][cH:22][cH:23][cH:24]3)[o:18]2)[cH:13]1. Reactants: [OH-].[K+] (potassium hydroxide), resultant solution, [N+](=O)([O-])C=1C=C(C=C(C1OCC)OCC)NC(OC(C)C)=O (Isopropyl N-(3-nitro-4,5-diethoxyphenyl)carbamate), IC (iodomethane), ice water. Reagents/catalysts: [Br-].C(CCC)[N+](CCCC)(CCCC)CCCC (tetra-n-butylammonium bromide). Solvent: O1CCCC1 (tetrahydrofuran), O1CCCC1 (tetrahydrofuran). Reaction conditions: time 12 hour. Yields the product CN(C(OC(C)C)=O)C1=CC(=C(C(=C1)OCC)OCC)[N+](=O)[O-] (isopropyl N-methyl-N-(3-nitro-4,5-diethoxyphenyl)carbamate). Isolated yield 89.5%. Reaction SMILES: [N+:1]([C:4]1[CH:5]=[C:6]([NH:16][C:17](=[O:22])[O:18][CH:19]([CH3:21])[CH3:20])[CH:7]=[C:8]([O:13][CH2:14][CH3:15])[C:9]=1[O:10][CH2:11][CH3:12])([O-:3])=[O:2].I[CH3:24].[OH-].[K+]>O1CCCC1.[Br-].C([N+](CCCC)(CCCC)CCCC)CCC>[CH3:24][N:16]([C:6]1[CH:7]=[C:8]([O:13][CH2:14][CH3:15])[C:9]([O:10][CH2:11][CH3:12])=[C:4]([N+:1]([O-:3])=[O:2])[CH:5]=1)[C:17](=[O:22])[O:18][CH:19]([CH3:20])[CH3:21] |f:2.3,5.6|. Reported procedure: Isopropyl N-(3-nitro-4,5-diethoxyphenyl)carbamate (3.12 g) and iodomethane (4.30 g) were dissolved in tetrahydrofuran (10 ml). The resultant solution was dropwise added to a tetrahydrofuran solution containing potassium hydroxide (1.68 g) and tetra-n-butylammonium bromide (1.0 g). After being allowed to stand at room temperature for 12 hours, the reaction mixture was poured into ice-water and extracted with toluene. The extract was washed with water, dried over magnesium sulfate and concentrated... Starting materials: glucan, C([C@@H]1[C@H]([C@@H]([C@H]([C@H](O1)O[C@@H]2[C@H](O[C@H]([C@@H]([C@H]2O)O)O)CO)O)O)O)O (maltose), S(=O)(=O)([O-])[O-].[NH4+].[NH4+] (ammonium sulfate), S(=O)(=O)([O-])[O-].CO (sulfate methanol), O=C[C@H](O)[C@@H](O)[C@H](O)[C@H](O)CO (glucose). Solvent: C(CCC)O.N1=CC=CC=C1.O (n-butanol pyridine water). Reaction conditions: temperature 100 celsius. Yields the product starch, C([C@@H]1[C@H]([C@@H]([C@H]([C@H](O1)OC[C@@H]2[C@H]([C@@H]([C@H](C(O2)O)O)O)O)O)O)O)O (isomaltose). Reaction SMILES: S([O-])([O-])(=O)=O.[NH4+].[NH4+].S([O-])([O-])(=O)=O.CO.[CH2:15]([OH:37])[C@H:16]1[O:21][C@H:20]([O:22][C@H:23]2[C@H:28]([OH:29])[C@@H:27]([OH:30])[C@H:26]([OH:31])[O:25][C@@H:24]2[CH2:32][OH:33])[C@H:19]([OH:34])[C@@H:18]([OH:35])[C@@H:17]1[OH:36].O=C[C@@H]([C@H]([C@@H]([C@@H](CO)O)O)O)O>C(O)CCC.N1C=CC=CC=1.O>[CH2:15]([OH:37])[C@H:16]1[O:21][C@H:20]([O:22][CH2:23][C@H:24]2[O:25][CH:26]([OH:31])[C@H:27]([OH:30])[C@@H:28]([OH:29])[C@@H:32]2[OH:33])[C@H:19]([OH:34])[C@@H:18]([OH:35])[C@@H:17]1[OH:36] |f:0.1.2,3.4,7.8.9|. Procedure: Bacillus circulans PP710, FERM BP-10771, was cultivated by the method in Experiment 1-1, and about 3 L of the resulting culture supernatant was salted out using ammonium sulfate. Then, the resulting precipitated was dissolved in water, dialyzed against 20 mM Tris-HCl buffer containing 1 mM CaCl2, and about 40 ml of the resulting dialyzate was collected as a crude enzyme solution. The crude enzyme solution was admixed with 2% (w/v) of soluble starch solution or 2% (w/v) of pullulan solution, and ... Reaction conditions: time 3 hour. Solvent: C(C)OCC (diethyl ether), C(C)OCC (diethyl ether). Yields the product C1(=C(C=CC=C1)C1(C2=CC(=CC=C2C=2C=CC(=CC12)C(=O)OCC)C(=O)OCC)O)C1=CC=CC=C1 (9-(2-biphenylyl)-2,7-dicarbethoxy-9-fluorenol). RXN SMILES: [Mg].Br[C:3]1[CH:8]=[CH:7][CH:6]=[CH:5][C:4]=1[C:9]1[CH:14]=[CH:13][CH:12]=[CH:11][CH:10]=1.[C:15]([C:20]1[CH:32]=[CH:31][C:30]2[C:29]3[C:24](=[CH:25][C:26]([C:33]([O:35][CH2:36][CH3:37])=[O:34])=[CH:27][CH:28]=3)[C:23](=[O:38])[C:22]=2[CH:21]=1)([O:17][CH2:18][CH3:19])=[O:16]>C(OCC)C>[C:4]1([C:9]2[CH:14]=[CH:13][CH:12]=[CH:11][CH:10]=2)[CH:5]=[CH:6][CH:7]=[CH:8][C:3]=1[C:23]1([OH:38])[C:24]2[CH:25]=[C:26]([C:33]([O:35][CH2:36][CH3:37])=[O:34])[CH:27]=[CH:28][C:29]=2[C:30]2[C:22]1=[CH:21][C:20]([C:15]([O:17][CH2:18][CH3:19])=[O:16])=[CH:32][CH:31]=2. Procedure details: A Grignard reagent prepared from 0.97 g (40 mmol) of magnesium turnings and 9.32 g (6.8 ml, 40 mmol) of 2-bromobiphenyl in 50 ml of dry diethyl ether is added dropwise over the course of 2 hours to a boiling solution of 13 g (40 mmol) of 2,7-dicarbethoxy-9-fluorenone in 100 ml of dry diethyl ether. After addition is complete, the mixture is boiled for a further 3 hours. After cooling overnight, the precipitate formed is filtered off with suction and washed with cold ether. The magnesium complex ... Starting materials: C(=O)(OCC)C1=CC=2C(C3=CC(=CC=C3C2C=C1)C(=O)OCC)=O (2,7-dicarbethoxy-9-fluorenone), Grignard reagent, [Mg] (magnesium), BrC1=C(C=CC=C1)C1=CC=CC=C1 (2-bromobiphenyl). The reactants are [OH-].[Na+] (sodium hydroxide), OC=1C=C(C(=O)O)C=CC1O (3,4-dihydroxybenzoic acid), CN(C)C=O (DMF), C(C1=CC=CC=C1)Br (benzyl bromide). The solvent is O (water). Reaction conditions: temperature 50 celsius, time 20 minute. Yields the product OC=1C=C(C(=O)OCC2=CC=CC=C2)C=CC1O (benzyl 3,4-dihydroxybenzoate). As a reaction SMILES: [OH-].[Na+].[OH:3][C:4]1[CH:5]=[C:6]([CH:10]=[CH:11][C:12]=1[OH:13])[C:7]([OH:9])=[O:8].CN(C=O)C.[CH2:19](Br)[C:20]1[CH:25]=[CH:24][CH:23]=[CH:22][CH:21]=1>O>[OH:3][C:4]1[CH:5]=[C:6]([CH:10]=[CH:11][C:12]=1[OH:13])[C:7]([O:9][CH2:19][C:20]1[CH:25]=[CH:24][CH:23]=[CH:22][CH:21]=1)=[O:8] |f:0.1|. Procedure details: A solution of sodium hydroxide (6.4 g) in water (40 ml) was added to a mixture of 3,4-dihydroxybenzoic acid (24.8 g) and DMF (200 ml) which had been cooled in an ice-bath. The mixture was stirred for 20 minutes and then benzyl bromide (19.1 ml) was added dropwise. After the addition was complete, the mixture was allowed to reach ambient temperature and was stirred for 20 hours. The mixture was then warmed to 50° C. for 2 hours. The solvent was removed by evaporation and the residue was partition... The reactants are S(=O)(Cl)Cl (Thionyl chloride), OCCSC=1N(C=CN1)C (2-(2-hydroxyethylthio)-1-methylimidazole). Run in ClC(Cl)Cl (trichloromethane). Conditions: temperature 5 celsius, time 1 hour. The product is Cl.ClCCSC=1N(C=CN1)C (2-(2-chloroethylthio)-1-methylimidazole hydrochloride). Isolated yield 74.1%. As a reaction SMILES: S(Cl)([Cl:3])=O.O[CH2:6][CH2:7][S:8][C:9]1[N:10]([CH3:14])[CH:11]=[CH:12][N:13]=1>ClC(Cl)Cl>[ClH:3].[Cl:3][CH2:6][CH2:7][S:8][C:9]1[N:10]([CH3:14])[CH:11]=[CH:12][N:13]=1 |f:3.4|. Procedure details: Thionyl chloride (1.41 ml, 19 mmol) was slowly added to a solution of 2-(2-hydroxyethylthio)-1-methylimidazole (1.81 g, 11 mmol) in trichloromethane (20 ml) at 5° C. The mixture was stirred for 1 hour at 5° C. and then for 3 hours at ambient temperature. The volatiles were removed by evaporation and the residue azeotroped with toluene to give 2-(2-chloroethylthio)-1-methylimidazole hydrochloride (1.5 g, 77%). 1H NMR Spectrum: (DMSOd6) 3.58 (t, 2H); 3.78(s, 3H); 3.80(t, 2H); 7.78(d, 1H); 7.83(d, ... Reported procedure: A stirred solution of 8.7 g (0.034 mol) of 3-(3-bromomethylphenyl)thiophene and 5.1 g (0.051 mol) of potassium acetate in 65 mL of glacial acetic acid was heated under reflux for three hours. The reaction mixture was cooled and transferred to a separatory funnel, and 150 mL of water was added. The mixture was extracted with two portions of 120 mL each of methylene chloride. The combined extracts were washed with 150 mL of a saturated solution of sodium chloride, two portions of 150 mL each of a ... Yields the product C(C)(=O)OCC1=CC(=CC=C1)C1=CSC=C1 (3-(3-thienyl)phenylmethyl acetate). Reactants: BrCC=1C=C(C=CC1)C1=CSC=C1 (3-(3-bromomethylphenyl)thiophene), C(C)(=O)[O-].[K+] (potassium acetate), O (water). RXN SMILES: Br[CH2:2][C:3]1[CH:4]=[C:5]([C:9]2[CH:13]=[CH:12][S:11][CH:10]=2)[CH:6]=[CH:7][CH:8]=1.[C:14]([O-:17])(=[O:16])[CH3:15].[K+].O>C(O)(=O)C>[C:14]([O:17][CH2:2][C:3]1[CH:8]=[CH:7][CH:6]=[C:5]([C:9]2[CH:13]=[CH:12][S:11][CH:10]=2)[CH:4]=1)(=[O:16])[CH3:15] |f:1.2|. The solvent is C(C)(=O)O (acetic acid). The yield is 41.8%. Reactants: ClC1=NC(=CC(=C1)C=1C=NN(C1)C)Cl (2,6-Dichloro-4-(1-methyl-1H-pyrazol-4-yl)pyridine), FC1=CC=C(C=C1)[C@H](C)N ((S)-(−)-1-(4-fluorophenyl)ethylamine), C(C)(C)(C)P(C1=C(C=CC=C1)C1=CC=CC=C1)C(C)(C)C (2-(di-t-butylphosphino)biphenyl), CC(C)([O-])C.[Na+] (sodium t-butoxide). Reagents/catalysts: C(C)(=O)[O-].[Pd+2].C(C)(=O)[O-] (palladium acetate). Run in C1(=CC=CC=C1)C (toluene). Run at temperature 85 celsius, time 2 hour. Yields the product ClC1=CC(=CC(=N1)N[C@@H](C)C1=CC=C(C=C1)F)C=1C=NN(C1)C ((S)-6-Chloro-N-[1-(4-fluorophenyl)ethyl]-4-(1-methyl-1H-pyrazol-4-yl)pyridine-2-amine). Isolated yield 64.4%. RXN SMILES: Cl[C:2]1[CH:7]=[C:6]([C:8]2[CH:9]=[N:10][N:11]([CH3:13])[CH:12]=2)[CH:5]=[C:4]([Cl:14])[N:3]=1.[F:15][C:16]1[CH:21]=[CH:20][C:19]([C@@H:22]([NH2:24])[CH3:23])=[CH:18][CH:17]=1.C(P(C(C)(C)C)C1C=CC=CC=1C1C=CC=CC=1)(C)(C)C.CC(C)([O-])C.[Na+]>C([O-])(=O)C.[Pd+2].C([O-])(=O)C.C1(C)C=CC=CC=1>[Cl:14][C:4]1[N:3]=[C:2]([NH:24][C@H:22]([C:19]2[CH:20]=[CH:21][C:16]([F:15])=[CH:17][CH:18]=2)[CH3:23])[CH:7]=[C:6]([C:8]2[CH:9]=[N:10][N:11]([CH3:13])[CH:12]=2)[CH:5]=1 |f:3.4,5.6.7|. Reported procedure: 257 mg of 2,6-dichloro-4-(1-methyl-1H-pyrazol-4-yl)pyridine obtained by Step 1, 164 mg of (S)-(−)-1-(4-fluorophenyl)ethylamine, 66 mg of 2-(di-t-butylphosphino)biphenyl, 271 mg of sodium t-butoxide and 25 mg of palladium acetate were added in turn to 6 ml of degassed toluene, and the mixture was stirred at 85° C. for 2 hours under argon atmosphere. The reaction solution was purified by silica gel column chromatography to obtain 240 mg of the objective compound as pale yellow powder.